Dataset: the Open Reaction Database (ORD), a public repository of structured organic reaction records. Task: describe an organic reaction: reactants, conditions, products, and yield The reactants are CCOP(=O)(Cl)OCC, C1CCOC1, CC(C)(C)[O-], CCOC(C)=O, [K+], [Na+], O=C([O-])O, O, Cc1ccc(S(=O)(=O)n2cc(-c3nc(O)ncc3C#N)c3cc(C(F)(F)F)cnc32)cc1. The product is CCOP(=O)(OCC)Oc1ncc(C#N)c(-c2cn(S(=O)(=O)c3ccc(C)cc3)c3ncc(C(F)(F)F)cc23)n1. As a reaction SMILES: [CH2:39]([CH3:40])[O:41][P:42](=[O:43])([O:44][CH2:45][CH3:46])[Cl:47].[CH2:54]1[O:55][CH2:56][CH2:57][CH2:58]1.[CH3:33][C:34]([CH3:35])([O-:36])[CH3:37].[CH3:59][CH2:60][O:61][C:62](=[O:63])[CH3:64].[K+:38].[Na+:53].[O-:49][C:50]([OH:51])=[O:52].[OH2:48].[OH:1][c:2]1[n:3][cH:4][c:5]([C:31]#[N:32])[c:6](-[c:8]2[cH:9][n:10]([S:21](=[O:22])(=[O:23])[c:24]3[cH:25][cH:26][c:27]([CH3:28])[cH:29][cH:30]3)[c:11]3[n:12][cH:13][c:14]([C:17]([F:18])([F:19])[F:20])[cH:15][c:16]23)[n:7]1>>[O:1]([c:2]1[n:3][cH:4][c:5]([C:31]#[N:32])[c:6](-[c:8]2[cH:9][n:10]([S:21](=[O:22])(=[O:23])[c:24]3[cH:25][cH:26][c:27]([CH3:28])[cH:29][cH:30]3)[c:11]3[n:12][cH:13][c:14]([C:17]([F:18])([F:19])[F:20])[cH:15][c:16]23)[n:7]1)[P:42]([O:41][CH2:39][CH3:40])(=[O:43])[O:44][CH2:45][CH3:46]. Reactants: C(C)C1=CC=C(C=C1)C1CC(CNC1)C(=O)NC1=CC=CC=C1 (5-(4-ethylphenyl)-N-phenylpiperidine-3-carboxamide), C1(CC1)CC(=O)O (cyclopropylacetic acid). Product: C1(CC1)CC(=O)N1CC(CC(C1)C1=CC=C(C=C1)CC)C(=O)NC1=CC=CC=C1 (1-(Cyclopropylacetyl)-5-(4-ethylphenyl)-N-phenylpiperidine-3-carboxamide). Reaction SMILES: [CH2:1]([C:3]1[CH:8]=[CH:7][C:6]([CH:9]2[CH2:14][NH:13][CH2:12][CH:11]([C:15]([NH:17][C:18]3[CH:23]=[CH:22][CH:21]=[CH:20][CH:19]=3)=[O:16])[CH2:10]2)=[CH:5][CH:4]=1)[CH3:2].[CH:24]1([CH2:27][C:28](O)=[O:29])[CH2:26][CH2:25]1>>[CH:24]1([CH2:27][C:28]([N:13]2[CH2:14][CH:9]([C:6]3[CH:5]=[CH:4][C:3]([CH2:1][CH3:2])=[CH:8][CH:7]=3)[CH2:10][CH:11]([C:15]([NH:17][C:18]3[CH:19]=[CH:20][CH:21]=[CH:22][CH:23]=3)=[O:16])[CH2:12]2)=[O:29])[CH2:26][CH2:25]1. Reported procedure: 68 mg (0.20 mmol) of 5-(4-ethylphenyl)-N-phenylpiperidine-3-carboxamide (Example 17A) and 22 mg (0.22 mmol, 1.1 eq.) of cyclopropylacetic acid were reacted according to General Method 1. Reactants: [OH-].[Na+] (NaOH), C(=O)(C(F)(F)F)O (TFA), OC(=O)C(F)(F)F.C(N)(=N)C1=CC=C(C=C1)OCC=1C=C(C(=O)NCCC(=O)OC)C=CC1 (Methyl N-(3-(4-amidinophenyloxymethyl) benzoyl)-3-aminopropionate TFA salt). Solvent: CO (methanol). Yields the product OC(=O)C(F)(F)F.C(N)(=N)C1=CC=C(C=C1)OCC=1C=C(C(=O)NCCC(=O)O)C=CC1 (N-(3-(4-amidinophenyloxymethyl)benzoyl)-3-aminopropionic acid TFA salt). Isolated yield 88.9%. As a reaction SMILES: [OH:1][C:2]([C:4]([F:7])([F:6])[F:5])=[O:3].[C:8]([C:11]1[CH:16]=[CH:15][C:14]([O:17][CH2:18][C:19]2[CH:20]=[C:21]([CH:31]=[CH:32][CH:33]=2)[C:22]([NH:24][CH2:25][CH2:26][C:27]([O:29]C)=[O:28])=[O:23])=[CH:13][CH:12]=1)(=[NH:10])[NH2:9].[OH-].[Na+].C(O)(C(F)(F)F)=O>CO>[OH:3][C:2]([C:4]([F:7])([F:6])[F:5])=[O:1].[C:8]([C:11]1[CH:12]=[CH:13][C:14]([O:17][CH2:18][C:19]2[CH:20]=[C:21]([CH:31]=[CH:32][CH:33]=2)[C:22]([NH:24][CH2:25][CH2:26][C:27]([OH:29])=[O:28])=[O:23])=[CH:15][CH:16]=1)(=[NH:9])[NH2:10] |f:0.1,2.3,6.7|. Procedure details: XX (0.21 mmol, 100 mg) was dissolved in 2 mL methanol and 2 mL 1N NaOH and after 1 hour the solution was acidified with TFA to pH 3. Purification on reversed phase HPLC gave 85 mg (88%) product. ESI (M+H)+ : Calc. 342.2; Found 342.2. Reported procedure: 3 g of 5H-[1]benzopyrano[ 2,3-b]pyridin-7-yl-acetone is dissolved in a solution of 0.32 g of metallic sodium in 15 ml of absolute isopropyl alcohol by warming to 50°-60°C. The solution is cooled to 40°C, 3.5 g of 2-methoxyethyl p-toluenesulfonate is added, and the mixture is stirred under reflux for 1.5 hours. The reaction mixture is concentrated, chloroform and water are added to the residue, and the mixture is stirred. The chloroform layer is separated, dried over anhydrous magnesium sulfate a... As a reaction SMILES: [N:1]1[CH:6]=[CH:5][CH:4]=[C:3]2[CH2:7][C:8]3[CH:14]=[C:13]([CH2:15][C:16](=[O:18])[CH3:17])[CH:12]=[CH:11][C:9]=3[O:10][C:2]=12.C1(C)C=CC(S(O[CH2:29][CH2:30][O:31][CH3:32])(=O)=O)=CC=1>[Na].C(O)(C)C>[N:1]1[CH:6]=[CH:5][CH:4]=[C:3]2[CH2:7][C:8]3[CH:14]=[C:13]([CH:15]([CH2:29][CH2:30][O:31][CH3:32])[C:16](=[O:18])[CH3:17])[CH:12]=[CH:11][C:9]=3[O:10][C:2]=12 |^1:33|. The yield is 53.6%. Yields the product N1=C2C(=CC=C1)CC1=C(O2)C=CC(=C1)C(C(C)=O)CCOC (3-(5H-[1]benzopyrano[ 2,3-b]pyridin-7-yl)-5-methoxy-2-pentanone). The solvent is [Na] (sodium), C(C)(C)O (isopropyl alcohol). Run at temperature 40 celsius. The reactants are N1=C2C(=CC=C1)CC1=C(O2)C=CC(=C1)CC(C)=O (5H-[1]benzopyrano[ 2,3-b]pyridin-7-yl-acetone), C1(=CC=C(C=C1)S(=O)(=O)OCCOC)C (2-methoxyethyl p-toluenesulfonate). Reactants: COC=1C=C(C=CC1OC)CCN (2-(3,4-dimethoxyphenyl)ethylamine), C(\C=C\C)#N (crotononitrile). Reaction conditions: temperature 100 celsius, time 30 hour. Yields the product COC=1C=C(C=CC1OC)CCNC(CC#N)C (3-((2-(3,4-Dimethoxyphenyl)ethyl)amino)butyronitrile). Reaction SMILES: [CH3:1][O:2][C:3]1[CH:4]=[C:5]([CH2:11][CH2:12][NH2:13])[CH:6]=[CH:7][C:8]=1[O:9][CH3:10].[C:14](#[N:18])/[CH:15]=[CH:16]/[CH3:17]>>[CH3:1][O:2][C:3]1[CH:4]=[C:5]([CH2:11][CH2:12][NH:13][CH:16]([CH3:17])[CH2:15][C:14]#[N:18])[CH:6]=[CH:7][C:8]=1[O:9][CH3:10]. Procedure: A mixture of 10.0 g of 2-(3,4-dimethoxyphenyl)ethylamine with 14 ml of crotononitrile was stirred at 100° C. for 30 h.